This data is from the Open Reaction Database (ORD), a public repository of structured organic reaction records. The task is: describe an organic reaction: reactants, conditions, products, and yield The product is ClC1=C(C=CC=C1)C(CP(OC)(OC)=O)=O (dimethyl 2-o-chlorophenyl-2-oxoethylphosphonate). Procedure: A solution of n-butyl lithium in hexane (1.58N, 55.6 ml, 88 mmol) was added dropwise to a solution of dimethyl methylphosphonate (10.9 g, 88 mmol) in 100 ml of anhydrous THF with stirring at -78° C. under argon atmosphere. After 30 minutes, a solution of methyl o-chlorobenzoate (6.0 g, 35.2 mmol) in 10 ml of anhydrous THF was added dropwise and the mixture was stirred for 30 minutes. The reaction mixture was allowed to warm to 0° C., diluted with 5.3 ml of acetic acid and 10 ml of water, and con... Conditions: temperature -78 celsius, time 30 minute. Isolated yield 88.6%. RXN SMILES: C([Li])CCC.CCCCCC.[CH3:12][P:13](=[O:18])([O:16][CH3:17])[O:14][CH3:15].[Cl:19][C:20]1[CH:29]=[CH:28][CH:27]=[CH:26][C:21]=1[C:22](OC)=[O:23]>C1COCC1.C(O)(=O)C.O>[Cl:19][C:20]1[CH:29]=[CH:28][CH:27]=[CH:26][C:21]=1[C:22](=[O:23])[CH2:12][P:13](=[O:18])([O:16][CH3:17])[O:14][CH3:15]. Solvent: C(C)(=O)O (acetic acid), O (water), C1CCOC1 (THF), C1CCOC1 (THF). Reactants: ClC1=C(C(=O)OC)C=CC=C1 (methyl o-chlorobenzoate), C(CCC)[Li] (n-butyl lithium), CCCCCC (hexane), CP(OC)(OC)=O (dimethyl methylphosphonate). The reactants are 2-halopyridine sulfonamide, ClC1=NC=CC=C1N (2-chloro-3-aminopyridine), ClC1(NC=CC=C1)S(=O)(=O)Cl (2-chloropyridinesulfonyl chloride), N(=O)[O-].[Na+] (sodium nitrite), S(=O)(=O)(Cl)Cl (sulfuryl chloride), C(C1=CC=CC=C1)NCC1=CC=CC=C1 (dibenzylamine). Product: ClC1=NC=CC=C1S(=O)(=O)N (2-chloropyridine 3-sulfonamide). Reaction SMILES: [Cl:1][C:2]1[C:7](N)=[CH:6][CH:5]=[CH:4][N:3]=1.ClC1([S:16](Cl)(=[O:18])=[O:17])C=CC=CN1.[N:20]([O-])=O.[Na+].S(Cl)(Cl)(=O)=O.C(NCC1C=CC=CC=1)C1C=CC=CC=1>>[Cl:1][C:2]1[C:7]([S:16]([NH2:20])(=[O:18])=[O:17])=[CH:6][CH:5]=[CH:4][N:3]=1 |f:2.3|. Reported procedure: The synthesis of a 2-halopyridine sulfonamide intermediate is illustrated in Reaction Scheme L. The 2-chloro-3-aminopyridine is converted to the 2-chloropyridinesulfonyl chloride by reaction with sodium nitrite/acid and sulfuryl chloride. This compound is then allowed to react with dibenzylamine to provide the desired 2-chloropyridine 3-sulfonamide intermediate. This compound may then be carried on to a final product using the methods described in Reaction Schemes A and D. Reactants: COC(COC1=CC(=C(C=C1)Cl)N)=O ((3-amino-4-chlorophenoxy)acetic acid methyl ester), C(C)OC(C(C(C(C)C)=O)CC1=CC=C(C=C1)N1N=CC=C1)=O (4-methyl-3-oxo-2-(4-pyrazol-1-ylbenzyl)pentanoic acid ethyl ester). Product: COC(COC1=C2C(C(=C(NC2=C(C=C1)Cl)C(C)C)CC1=CC=C(C=C1)N1N=CC=C1)=O)=O ([8-chloro-2-isopropyl-4-oxo-3-(4-pyrazol-1-ylbenzyl)-1,4-dihydroquinolin-5-yloxy]acetic acid methyl ester). Reaction SMILES: [CH3:1][O:2][C:3](=[O:14])[CH2:4][O:5][C:6]1[CH:11]=[CH:10][C:9]([Cl:12])=[C:8]([NH2:13])[CH:7]=1.C([O:17][C:18](=O)[CH:19]([CH2:25][C:26]1[CH:31]=[CH:30][C:29]([N:32]2[CH:36]=[CH:35][CH:34]=[N:33]2)=[CH:28][CH:27]=1)[C:20](=O)[CH:21]([CH3:23])[CH3:22])C>>[CH3:1][O:2][C:3](=[O:14])[CH2:4][O:5][C:6]1[CH:11]=[CH:10][C:9]([Cl:12])=[C:8]2[C:7]=1[C:18](=[O:17])[C:19]([CH2:25][C:26]1[CH:31]=[CH:30][C:29]([N:32]3[CH:36]=[CH:35][CH:34]=[N:33]3)=[CH:28][CH:27]=1)=[C:20]([CH:21]([CH3:23])[CH3:22])[NH:13]2. Reported procedure: The title compound was prepared by the method of Preparation is using (3-amino-4-chlorophenoxy)acetic acid methyl ester and 4-methyl-3-oxo-2-(4-pyrazol-1-ylbenzyl)pentanoic acid ethyl ester. The reactants are CS(=O)(=O)OCC=1C(=NSC1C(F)(F)F)C1=C(C=C(C=C1)C)F ((3-(2-fluoro-4-methylphenyl)-5-(trifluoromethyl)isothiazol-4-yl)methyl methanesulfonate), OC1=C(C(=C(C=C1)CCC(=O)OCC)C)C (ethyl 3-(4-hydroxy-2,3-dimethylphenyl)propanoate). Yields the product FC1=C(C=CC(=C1)C)C1=NSC(=C1COC1=C(C(=C(C=C1)CCC(=O)O)C)C)C(F)(F)F (3-(4-[[3-(2-fluoro-4-methylphenyl)-5-(trifluoromethyl)-1,2-thiazol-4-yl]methoxy]-2,3-dimethylphenyl)propanoic acid). Reaction SMILES: CS([O:5][CH2:6][C:7]1[C:8]([C:16]2[CH:21]=[CH:20][C:19]([CH3:22])=[CH:18][C:17]=2[F:23])=[N:9][S:10][C:11]=1[C:12]([F:15])([F:14])[F:13])(=O)=O.O[C:25]1[CH:30]=[CH:29][C:28]([CH2:31][CH2:32][C:33]([O:35]CC)=[O:34])=[C:27]([CH3:38])[C:26]=1[CH3:39]>>[F:23][C:17]1[CH:18]=[C:19]([CH3:22])[CH:20]=[CH:21][C:16]=1[C:8]1[C:7]([CH2:6][O:5][C:25]2[CH:30]=[CH:29][C:28]([CH2:31][CH2:32][C:33]([OH:35])=[O:34])=[C:27]([CH3:38])[C:26]=2[CH3:39])=[C:11]([C:12]([F:15])([F:14])[F:13])[S:10][N:9]=1. Procedure: The title compound was prepared according to the procedure described in Example 1 starting following Step 5 and 6 coupling (3-(2-fluoro-4-methylphenyl)-5-(trifluoromethyl)isothiazol-4-yl)methyl methanesulfonate and ethyl 3-(4-hydroxy-2,3-dimethylphenyl)propanoate followed by hydrolysis to afford the desired product as an off-white solid. 1H NMR (300 MHz, CD3OD) δ 7.36 (t, J=7.6 Hz, 1H), 7.10 (d, J=8.4 Hz, 1H), 7.07 (d, J=11.4 Hz, 1H), 6.90 (d, J=8.4 Hz, 1H), 6.50 (d, J=8.7 Hz, 2H), 5.05 (s, 2H),...